From a dataset of the Open Reaction Database (ORD), a public repository of structured organic reaction records. describe an organic reaction: reactants, conditions, products, and yield The reactants are CCOC(=O)C1(NS(=O)(=O)c2cc(Cl)cc(Cl)c2OC(C)C)Cc2ccccc2C1, CCO, [K+], [OH-], O. Reaction SMILES: [CH2:1]([CH3:2])[O:3][C:4](=[O:5])[C:6]1([NH:15][S:16](=[O:17])(=[O:18])[c:19]2[c:20]([O:27][CH:28]([CH3:29])[CH3:30])[c:21]([Cl:26])[cH:22][c:23]([Cl:25])[cH:24]2)[CH2:7][c:8]2[cH:9][cH:10][cH:11][cH:12][c:13]2[CH2:14]1.[CH3:34][CH2:35][OH:36].[K+:32].[OH-:31].[OH2:33]>>[O:3]=[C:4]([OH:5])[C:6]1([NH:15][S:16](=[O:17])(=[O:18])[c:19]2[c:20]([O:27][CH:28]([CH3:29])[CH3:30])[c:21]([Cl:26])[cH:22][c:23]([Cl:25])[cH:24]2)[CH2:7][c:8]2[cH:9][cH:10][cH:11][cH:12][c:13]2[CH2:14]1. Product: CC(C)Oc1c(Cl)cc(Cl)cc1S(=O)(=O)NC1(C(=O)O)Cc2ccccc2C1. The reactants are C(CC)(=O)N1C(OC[C@@H]1CC1=CC=CC=C1)=O ((4S)-N-propionyl-4-benzyl-2-oxazolidinone), C(C)=O (acetaldehyde). Yields the product C[C@H](C(=O)N1C(OC[C@@H]1CC1=CC=CC=C1)=O)[C@@H](C)O ((4S)-N-[(2S,3R)-2-methyl-3-hydroxybutanoyl]-4-benzyl-2-oxazolidinone). Reaction SMILES: [C:1]([N:5]1[C@@H:9]([CH2:10][C:11]2[CH:16]=[CH:15][CH:14]=[CH:13][CH:12]=2)[CH2:8][O:7][C:6]1=[O:17])(=[O:4])[CH2:2][CH3:3].[CH:18](=[O:20])[CH3:19]>>[CH3:3][C@@H:2]([C@H:18]([OH:20])[CH3:19])[C:1]([N:5]1[C@@H:9]([CH2:10][C:11]2[CH:12]=[CH:13][CH:14]=[CH:15][CH:16]=2)[CH2:8][O:7][C:6]1=[O:17])=[O:4]. Procedure: Prepared from (4S)-N-propionyl-4-benzyl-2-oxazolidinone and acetaldehyde according to the procedure described in Example 1, paragraph A. 1H-NMR (360 MHz, CDCl3): δ 7.2–7.4 (m,5H); 4.71 (m,1H); 4.12–4.25 (m,2H); 3.76 (dq,1H); 3.26 (dd,1H); 2.79 (dd,1H); 1.30 (d,3H), 1.21 (d,3H).